Dataset: the Open Reaction Database (ORD), a public repository of structured organic reaction records. Task: describe an organic reaction: reactants, conditions, products, and yield Reactants: ClC=1N=NC(=C(C1C)C)NN (3-chloro-4,5-dimethyl-6-hydrazinopyridazine), C(=O)O (formic acid). Yields the product ClC=1C(=C(C=2N(N1)C=NN2)C)C (6-chloro-7,8-dimethyl-s-triazolo[4,3-b]pyridazine). As a reaction SMILES: [Cl:1][C:2]1[N:3]=[N:4][C:5]([NH:10][NH2:11])=[C:6]([CH3:9])[C:7]=1[CH3:8].[CH:12](O)=O>>[Cl:1][C:2]1[C:7]([CH3:8])=[C:6]([CH3:9])[C:5]2[N:4]([CH:12]=[N:11][N:10]=2)[N:3]=1. Procedure details: In a procedure similar to those of the preceding examples, 40 grams of 3-chloro-4,5-dimethyl-6-hydrazinopyridazine and 200 milliliters of aqueous 80 percent formic acid were heated at reflux for 90 minutes to obtain 6-chloro-7,8-dimethyl-s-triazolo[4,3-b]pyridazine. This triazolopyridazine (9.18 grams, 0.05 mole) was mixed with 12.25 grams N-methylpiperazine in 80 milliliters of ethanol, and the mixture was heated at reflux for 3 hours. The product was recovered by evaporation, partitioning the ... As a reaction SMILES: [C:1](#[CH:2])[c:3]1[cH:4][c:5]([NH:9][c:10]2[n:11][cH:12][n:13][c:14]3[cH:15][cH:16][c:17]([NH2:20])[cH:18][c:19]23)[cH:6][cH:7][cH:8]1.[CH3:42][CH2:43][O:44][C:45](=[O:46])[CH3:47].[Cl:27][C:28](=[O:29])[O:30][c:31]1[cH:32][cH:33][cH:34][cH:35][cH:36]1.[O:37]=[CH:38][N:39]([CH3:40])[CH3:41].[cH:21]1[cH:22][cH:23][n:24][cH:25][cH:26]1>>[C:1](#[CH:2])[c:3]1[cH:4][c:5]([NH:9][c:10]2[n:11][cH:12][n:13][c:14]3[cH:15][cH:16][c:17]([NH:20][C:28](=[O:29])[O:30][c:31]4[cH:32][cH:33][cH:34][cH:35][cH:36]4)[cH:18][c:19]23)[cH:6][cH:7][cH:8]1. The product is C#Cc1cccc(Nc2ncnc3ccc(NC(=O)Oc4ccccc4)cc23)c1. Starting materials: C#Cc1cccc(Nc2ncnc3ccc(N)cc23)c1, CCOC(C)=O, O=C(Cl)Oc1ccccc1, CN(C)C=O, c1ccncc1. The reactants are [Na] (sodium), C(C)(C)(C)S (tert-butylmercaptan), C(C1=CC=CC=C1)C(C(=O)OC)=C (methyl a-benzylacrylate), Cl (HCl). The solvent is CO (methanol), CO (methanol). Yields the product C(C1=CC=CC=C1)C(C(=O)OC)CSC(C)(C)C (Methyl 2-Benzyl-3-tert-butylmercaptopropionate). Reaction SMILES: [Na].[C:2]([SH:6])([CH3:5])([CH3:4])[CH3:3].[CH2:7]([C:14](=[CH2:19])[C:15]([O:17][CH3:18])=[O:16])[C:8]1[CH:13]=[CH:12][CH:11]=[CH:10][CH:9]=1.Cl>CO>[CH2:7]([CH:14]([CH2:19][S:6][C:2]([CH3:5])([CH3:4])[CH3:3])[C:15]([O:17][CH3:18])=[O:16])[C:8]1[CH:13]=[CH:12][CH:11]=[CH:10][CH:9]=1 |^1:0|. Procedure details: To sodium (3.05 g, 133 mmol) in methanol (135 ml) was added tert-butylmercaptan (17.0 ml, 151 mmol). After 20 min methyl a-benzylacrylate (17.05 g, 96.8 mmol) in methanol (100 ml) was added and after 1 h at room temperature the mixture was heated at reflux for 17 h. After cooling, the mixture was acidified with 2M HCl (70 ml), concentrated, taken up in ether, washed with water and brine, then dried over MgSO4 and evaporated to 23.59 g (92%) of an oil. 1H NMR (CDCl3) δ 7.15-7.35 (m,5H), 3.63 (s,3... Reactants: COC(=O)C1=NC(=C(C=C1C)C1COCC1)Br (methyl 6-bromo-5-(tetrahydrofuran-3-yl)-pyridine-2-carboxylic acid methyl ester), ClC=1C=C(C=CC1)B(O)O (3-chlorophenylboronic acid), C([O-])([O-])=O.[Cs+].[Cs+] (cesium carbonate). Reagents/catalysts: C1(=CC=CC=C1)P([C-]1C=CC=C1)C1=CC=CC=C1.[C-]1(C=CC=C1)P(C1=CC=CC=C1)C1=CC=CC=C1.[Fe+2].C(Cl)Cl.[Pd](Cl)Cl (1,1′-bis(diphenylphosphino)-ferrocene palladium(II) dichloride methylene chloride). The solvent is CN(C)C=O (DMF). Yields the product COC(=O)C1=NC(=C(C=C1)C1COCC1)C1=CC(=CC=C1)Cl (6-(3-Chlorophenyl)-5-(tetrahydrofuran-3-yl)-pyridine-2-carboxylic acid methyl ester). The yield is 363.1%. As a reaction SMILES: [CH3:1][O:2][C:3]([C:5]1[C:10](C)=[CH:9][C:8]([CH:12]2[CH2:16][CH2:15][O:14][CH2:13]2)=[C:7](Br)[N:6]=1)=[O:4].[Cl:18][C:19]1[CH:20]=[C:21](B(O)O)[CH:22]=[CH:23][CH:24]=1.C(=O)([O-])[O-].[Cs+].[Cs+]>CN(C=O)C.C1(P(C2C=CC=CC=2)[C-]2C=CC=C2)C=CC=CC=1.[C-]1(P(C2C=CC=CC=2)C2C=CC=CC=2)C=CC=C1.[Fe+2].C(Cl)Cl.[Pd](Cl)Cl>[CH3:1][O:2][C:3]([C:5]1[CH:10]=[CH:9][C:8]([CH:12]2[CH2:16][CH2:15][O:14][CH2:13]2)=[C:7]([C:23]2[CH:22]=[CH:21][CH:20]=[C:19]([Cl:18])[CH:24]=2)[N:6]=1)=[O:4] |f:2.3.4,6.7.8.9.10|. Procedure: A solution of methyl 6-bromo-5-(tetrahydrofuran-3-yl)-pyridine-2-carboxylic acid methyl ester (0.185 g, 0.65 mmol), 3-chlorophenylboronic acid (CAN 63503-60-6, 0.15 g, 0.96 mmol), 1,1′-bis(diphenylphosphino)-ferrocene-palladium(II) dichloride methylene chloride complex (CAN 95464-05-4, 20 mg) and cesium carbonate (CAN 534-17-8, 0.63 g, 2 mmol) in DMF (10 mL) was stirred overnight at 80° C. under a nitrogen atmosphere. After filtration, the reaction mixture was poured into water (20 mL) and washe...